This data is from the Open Reaction Database (ORD), a public repository of structured organic reaction records. The task is: describe an organic reaction: reactants, conditions, products, and yield Starting materials: C(C)OC(=O)C1(CC=CC1)C=1SC=CC1 (1-thiophen-2-yl-cyclopent-3-ene carboxylic acid ethyl ester), C(C)OC(=O)C1(CC=CC1)C=1SC=CC1 (1-thiophen-2-yl-cyclopent-3-ene carboxylic acid ethyl ester), CN(C)C=O (DMF), O=P(Cl)(Cl)Cl (POCl3), CN(C)C=O (DMF). Run at temperature 105 celsius, time 30 minute. Product: C(C)OC(=O)C1(CC=CC1)C=1SC(=CC1)C=O (1-(5-formylthiophen-2-yl)cyclopent-3ene carboxylic acid ethyl ester). As a reaction SMILES: O=P(Cl)(Cl)Cl.[CH2:6]([O:8][C:9]([C:11]1([C:16]2[S:17][CH:18]=[CH:19][CH:20]=2)[CH2:15][CH:14]=[CH:13][CH2:12]1)=[O:10])[CH3:7].CN([CH:24]=[O:25])C>>[CH2:6]([O:8][C:9]([C:11]1([C:16]2[S:17][C:18]([CH:24]=[O:25])=[CH:19][CH:20]=2)[CH2:15][CH:14]=[CH:13][CH2:12]1)=[O:10])[CH3:7]. Procedure: POCl3 (275 mg, 1.8 mmol) was added to 1 ml DMF at ambient temperature and stirred for 30 minutes. The product of Step 1, above (2) (208 mg, 0.93 mmol), was dissolved in 1 ml DMF, added to the reaction mixture and stirred for 1 hour at ambient temperature. The reaction mixture was heated to 105° C. for 3 hours, cooled to ambient temperature, quenched with saturated sodium acetate solution and extracted (2×10 ml, EtOAc). The organics were washed with brine and dried over MgSO4, filtered and concen... Starting materials: O1C(CC2=C1C=CC=C2)C(=O)O (2,3-Dihydrobenzofuran carboxylic acid), B (borane), CO (methanol), B (borane). Run in O1CCCC1 (tetrahydrofuran), O1CCCC1 (tetrahydrofuran), O1CCCC1 (tetrahydrofuran). Yields the product O1CCC2=C1C(=CC=C2)CO (2,3-dihydro-1-benzofuran-7-ylmethanol). As a reaction SMILES: [O:1]1[C:5]2[CH:6]=[CH:7][CH:8]=[CH:9][C:4]=2[CH2:3][CH:2]1C(O)=O.B.[CH3:14][OH:15]>O1CCCC1>[O:1]1[C:5]2[C:6]([CH2:14][OH:15])=[CH:7][CH:8]=[CH:9][C:4]=2[CH2:3][CH2:2]1. Reported procedure: 2,3-Dihydrobenzofuran carboxylic acid (5.047 g) in tetrahydrofuran at −10° C. was treated dropwise with a solution of 1.0 M borane.tetrahydrofuran (20 mL). The temperature was allowed to warm to room temperature overnight, treated with additional 1.0 M borane.tetrahydrofuran (10 mL), and stirred at room temperature for 2 hours. The mixture was cooled to 5° C., slowly treated with methanol (20 mL), and concentrated under reduced pressure. The residue was dissolved in ethyl acetate, washed with sa... Reaction SMILES: [BH4-:29].[Br:1][c:2]1[cH:3][cH:4][c:5]([CH:8]([CH3:9])[N:10]([C:11]([O:12][C:13]([CH3:14])([CH3:15])[CH3:16])=[O:17])[CH2:18][CH2:19][C:20](=[O:21])[c:22]2[cH:23][cH:24][c:25]([F:28])[cH:26][cH:27]2)[cH:6][cH:7]1.[CH3:31][OH:32].[Na+:30]>>[Br:1][c:2]1[cH:3][cH:4][c:5]([CH:8]([CH3:9])[N:10]([C:11]([O:12][C:13]([CH3:14])([CH3:15])[CH3:16])=[O:17])[CH2:18][CH2:19][CH:20]([OH:21])[c:22]2[cH:23][cH:24][c:25]([F:28])[cH:26][cH:27]2)[cH:6][cH:7]1. Reactants: [BH4-], CC(c1ccc(Br)cc1)N(CCC(=O)c1ccc(F)cc1)C(=O)OC(C)(C)C, CO, [Na+]. The product is CC(c1ccc(Br)cc1)N(CCC(O)c1ccc(F)cc1)C(=O)OC(C)(C)C. Run at temperature 90 celsius, time 1 hour. Run in COCCOC (ethylene glycol dimethyl ether), O (water), C(C)(=O)OCC (ethyl acetate). Reaction SMILES: I[C:2]1[CH:3]=[CH:4][C:5]2[N:6]([CH:8]=[N:9][N:10]=2)[CH:7]=1.C(OC([NH:18][C@@H:19]([C@H:28]([C:30]1[CH:35]=[CH:34][C:33](B2OC(C)(C)C(C)(C)O2)=[CH:32][CH:31]=1)[CH3:29])[C:20]([N:22]1[CH2:26][CH2:25][C@H:24]([F:27])[CH2:23]1)=[O:21])=O)(C)(C)C.P([O-])([O-])([O-])=O.[K+].[K+].[K+]>COCCOC.O.C(OCC)(=O)C.[Pd](Cl)Cl.C1(P(C2C=CC=CC=2)[C-]2C=CC=C2)C=CC=CC=1.[C-]1(P(C2C=CC=CC=2)C2C=CC=CC=2)C=CC=C1.[Fe+2]>[NH2:18][C@@H:19]([C@H:28]([C:30]1[CH:35]=[CH:34][C:33]([C:2]2[CH:3]=[CH:4][C:5]3[N:6]([CH:8]=[N:9][N:10]=3)[CH:7]=2)=[CH:32][CH:31]=1)[CH3:29])[C:20]([N:22]1[CH2:26][CH2:25][C@H:24]([F:27])[CH2:23]1)=[O:21] |f:2.3.4.5,9.10.11.12|. Starting materials: IC=1C=CC=2N(C1)C=NN2 (6-Iodo-[1,2,4]triazolo[4,3-α]pyridine), C(C)(C)(C)OC(=O)N[C@H](C(=O)N1C[C@H](CC1)F)[C@@H](C)C1=CC=C(C=C1)B1OC(C(O1)(C)C)(C)C ((3S)-1-[(2S,3S)-2-[(tert-Butoxycarbonyl)amino]-3-[4-(4,4,5,5-tetramethyl-1,3,2-dioxaborolan-2-yl)phenyl]-1-oxobutanyl]-3-fluoropyrrolidine), P(=O)([O-])([O-])[O-].[K+].[K+].[K+] (potassium phosphate). The product is N[C@H](C(=O)N1C[C@H](CC1)F)[C@@H](C)C1=CC=C(C=C1)C=1C=CC=2N(C1)C=NN2 ((3S)-1-[(2S,3S)-2-Amino-3-[4-([1,2,4]triazolo[4,3-α]pyridin-6-yl)phenyl]-1-oxobutanyl]-3-fluoropyrrolidine). The reagents and catalysts are [Pd](Cl)Cl.C1(=CC=CC=C1)P([C-]1C=CC=C1)C1=CC=CC=C1.[C-]1(C=CC=C1)P(C1=CC=CC=C1)C1=CC=CC=C1.[Fe+2] (1,1′-bis(diphenylphosphino)ferrocene palladium(II) chloride). Procedure: To a stirred solution of the product (48.0 mg, 0.195 mmol) from Step B in 0.75 mL of ethylene glycol dimethyl ether and 0.75 mL of water was added 62.0 mg (0.13 mmol) of (3S)-1-[(2S,3S)-2-[(tert-butoxycarbonyl)amino]-3-[4-(4,4,5,5-tetramethyl-1,3,2-dioxaborolan-2-yl)phenyl]-1-oxobutanyl]-3-fluoropyrrolidine from Example 10, Step B, 1,1′-bis(diphenylphosphino)ferrocene palladium(II) chloride (21.0 mg, 0.26 mmol) and potassium phosphate (83 mg, 0.39 mmol). The reaction mixture was heated at 90° C....